The task is: describe an organic reaction: reactants, conditions, products, and yield. This data is from the Open Reaction Database (ORD), a public repository of structured organic reaction records. The reactants are NC=1C(N(C(N(C1N)CCC)=O)CCC)=O (5,6-diamino-1,3-dipropyluracil), C(CCC)OC1=CC=C(C=CC(=O)O)C=C1 (4-butoxycinnamic acid). The product is C(CCC)OC1=CC=C(/C=C/C2=NC=3N(C(N(C(C3N2)=O)CCC)=O)CCC)C=C1 ((E)-8-(4-Butoxystyryl)-1,3-dipropylxanthine). Isolated yield 63.6%. RXN SMILES: [NH2:1][C:2]1[C:3](=[O:16])[N:4]([CH2:13][CH2:14][CH3:15])[C:5](=[O:12])[N:6]([CH2:9][CH2:10][CH3:11])[C:7]=1[NH2:8].[CH2:17]([O:21][C:22]1[CH:32]=[CH:31][C:25]([CH:26]=[CH:27][C:28](O)=O)=[CH:24][CH:23]=1)[CH2:18][CH2:19][CH3:20]>>[CH2:17]([O:21][C:22]1[CH:23]=[CH:24][C:25](/[CH:26]=[CH:27]/[C:28]2[NH:1][C:2]3[C:3](=[O:16])[N:4]([CH2:13][CH2:14][CH3:15])[C:5](=[O:12])[N:6]([CH2:9][CH2:10][CH3:11])[C:7]=3[N:8]=2)=[CH:31][CH:32]=1)[CH2:18][CH2:19][CH3:20]. Reported procedure: Substantially the same procedure as in Reference Example 1 was repeated using 3.0 g (13.3 mmol) of 5,6-diamino-1,3-dipropyluracil and 3.21 g (14.6 mmol) of 4-butoxycinnamic acid. Then, the resultant crude crystals were recrystallized from dioxane/water to give 3.47 g (yield 64%) of Compound 51 as white needles. Starting materials: C1(CC1)S(=O)(=O)C1=CC=C(C=C1)C(C(=O)O)OC1CCOCC1 ((4-cyclopropanesulfonyl-phenyl)-[(tetrahydro-pyran-4-yloxy)]-acetic acid), CCN=C=NCCCN(C)C (EDCI), CN1CCOCC1 (N-methyl morpholine), C(C)(C)OC1=CC=C2C(=N1)SC(=N2)N (5-iso-propoxy-thiazolo[5,4-b]pyridin-2-ylamine), C=1C=CC2=C(C1)N=NN2O (HOBt). The solvent is CN(C)C=O (DMF). The product is C1(CC1)S(=O)(=O)C1=CC=C(C=C1)C(C(=O)NC=1SC2=NC(=CC=C2N1)OC(C)C)OC1CCOCC1 (2-(4-Cyclopropanesulfonyl-phenyl)-N-(5-isopropoxy-thiazolo[5,4-b]pyridin-2-yl)-2-(tetrahydro-pyran-4-yloxy)-acetamide). The yield is 38.9%. Reaction SMILES: [CH:1]1([S:4]([C:7]2[CH:12]=[CH:11][C:10]([CH:13]([O:17][CH:18]3[CH2:23][CH2:22][O:21][CH2:20][CH2:19]3)[C:14](O)=[O:15])=[CH:9][CH:8]=2)(=[O:6])=[O:5])[CH2:3][CH2:2]1.[CH:24]([O:27][C:28]1[N:33]=[C:32]2[S:34][C:35]([NH2:37])=[N:36][C:31]2=[CH:30][CH:29]=1)([CH3:26])[CH3:25].C1C=CC2N(O)N=NC=2C=1.CCN=C=NCCCN(C)C.CN1CCOCC1>CN(C=O)C>[CH:1]1([S:4]([C:7]2[CH:12]=[CH:11][C:10]([CH:13]([O:17][CH:18]3[CH2:23][CH2:22][O:21][CH2:20][CH2:19]3)[C:14]([NH:37][C:35]3[S:34][C:32]4[C:31]([N:36]=3)=[CH:30][CH:29]=[C:28]([O:27][CH:24]([CH3:26])[CH3:25])[N:33]=4)=[O:15])=[CH:9][CH:8]=2)(=[O:6])=[O:5])[CH2:3][CH2:2]1. Reported procedure: The compound of example A82 was obtained by similar method described in example A75 using (4-cyclopropanesulfonyl-phenyl)-[(tetrahydro-pyran-4-yloxy)]-acetic acid (Preparation 14) (0.100 g,0.29 mmol), 5-iso-propoxy-thiazolo[5,4-b]pyridin-2-ylamine (0.067 g, 0.32 mmol), HOBt (0.047 g, 0.35 mmol), and EDCI (0.067 g, 0.35 mmol), N-methyl morpholine (0.065 g, 0.58 mmol) in DMF (5 mL) to provide the title compound (0.060 g). Procedure details: Title compound was prepared from 3-(piperidin-4-yl)quinolin-2(1H)-one hydrochloride in a manner analogous to the preparation of 9-(2,2-Dimethyl-propyl)-7-(R)-{2-oxo-2-[4-(2-oxo-1,4-dihydro-2H-quinazolin-3-yl)-piperidin-1-yl]-ethyl}-6,7,9,10-tetrahydro-3H-2,3,9-triaza-cyclohepta[e]inden-8-one. Material was obtained as white solid in 31% yield. MS m/e (M+H)+=540.2. 1H NMR (500 MHz, DMSO-D6): δ=11.76 (s, 1H), 8.22 (s, 1H), 7.70 (d, J=8.85, 1H), 7.62 (s, 1H), 7.43 (t, J=7.48, 1H), 7.37 (d, J=8.55, 1... Yield: 31.0%. As a reaction SMILES: Cl.[NH:2]1[CH2:7][CH2:6][CH:5]([C:8]2[C:9](=[O:18])[NH:10][C:11]3[C:16]([CH:17]=2)=[CH:15][CH:14]=[CH:13][CH:12]=3)[CH2:4][CH2:3]1.[CH3:19][C:20]([CH3:58])([CH3:57])[CH2:21][N:22]1[CH2:35][C:27]2[C:28]3[CH:29]=[N:30][NH:31][C:32]=3[CH:33]=[CH:34][C:26]=2[CH2:25][C@H:24]([CH2:36][C:37](=[O:55])N2CCC(N3CC4C(=CC=CC=4)NC3=O)CC2)[C:23]1=[O:56]>>[CH2:21]([N:22]1[C:23](=[O:56])[C@H:24]([CH2:36][C:37](=[O:55])[N:2]2[CH2:3][CH2:4][CH:5]([C:8]3[C:9](=[O:18])[NH:10][C:11]4[C:16]([CH:17]=3)=[CH:15][CH:14]=[CH:13][CH:12]=4)[CH2:6][CH2:7]2)[CH2:25][C:26]2[CH:34]=[CH:33][C:32]3[NH:31][N:30]=[CH:29][C:28]=3[C:27]=2[CH2:35]1)[C:20]([CH3:58])([CH3:57])[CH3:19] |f:0.1|. Starting materials: Cl.N1CCC(CC1)C=1C(NC2=CC=CC=C2C1)=O (3-(piperidin-4-yl)quinolin-2(1H)-one hydrochloride), CC(CN1C([C@H](CC2=C(C=3C=NNC3C=C2)C1)CC(N1CCC(CC1)N1C(NC2=CC=CC=C2C1)=O)=O)=O)(C)C (9-(2,2-Dimethyl-propyl)-7-(R)-{2-oxo-2-[4-(2-oxo-1,4-dihydro-2H-quinazolin-3-yl)-piperidin-1-yl]-ethyl}-6,7,9,10-tetrahydro-3H-2,3,9-triaza-cyclohepta[e]inden-8-one). Product: C(C(C)(C)C)N1CC=2C=3C=NNC3C=CC2C[C@H](C1=O)CC(N1CCC(CC1)C=1C(NC2=CC=CC=C2C1)=O)=O ((S)-9-Neopentyl-7-(2-oxo-2-(4-(2-oxo-1,2-dihydroquinolin-3-yl)piperidin-1-yl)ethyl)-6,7,9,10-tetrahydroazepino[3,4-e]indazol-8(3H)-one).